This data is from the Open Reaction Database (ORD), a public repository of structured organic reaction records. The task is: describe an organic reaction: reactants, conditions, products, and yield Starting materials: CC(C)N(C)c1nc2ccc(N)cc2s1, O=C(Cl)C(=O)Cl, O=C(O)c1cc(-c2ccc(Cl)cc2)on1. Product: CC(C)N(C)c1nc2ccc(NC(=O)c3cc(-c4ccc(Cl)cc4)on3)cc2s1. Reaction SMILES: [CH:22]([CH3:23])([CH3:24])[N:25]([c:26]1[s:27][c:28]2[c:29]([n:30]1)[cH:31][cH:32][c:33]([NH2:35])[cH:34]2)[CH3:36].[Cl:16][C:17]([C:18]([Cl:19])=[O:20])=[O:21].[Cl:1][c:2]1[cH:3][cH:4][c:5](-[c:8]2[cH:9][c:10]([C:13](=[O:14])[OH:15])[n:11][o:12]2)[cH:6][cH:7]1>>[Cl:1][c:2]1[cH:3][cH:4][c:5](-[c:8]2[cH:9][c:10]([C:13](=[O:15])[NH:35][c:33]3[cH:32][cH:31][c:29]4[c:28]([s:27][c:26]([N:25]([CH:22]([CH3:23])[CH3:24])[CH3:36])[n:30]4)[cH:34]3)[n:11][o:12]2)[cH:6][cH:7]1.